Dataset: the Open Reaction Database (ORD), a public repository of structured organic reaction records. Task: describe an organic reaction: reactants, conditions, products, and yield Reactants: CCC(=O)OC(=O)CC, CCO[PH](=O)OCC, CCC=O, c1ccncc1. Yields the product CC=COC(=O)CC, CCO[PH](=O)OCC. As a reaction SMILES: [C:13]([CH2:14][CH3:15])(=[O:16])[O:17][C:18]([CH2:19][CH3:20])=[O:21].[CH2:1]([CH3:2])[O:3][PH:4]([O:5][CH2:6][CH3:7])=[O:8].[O:9]=[CH:10][CH2:11][CH3:12].[cH:22]1[cH:23][cH:24][n:25][cH:26][cH:27]1>>[C:13]([CH2:14][CH3:15])(=[O:16])[O:17][CH:18]=[CH:19][CH3:20].[CH2:1]([CH3:2])[O:3][PH:4]([O:5][CH2:6][CH3:7])=[O:8]. Reactants: CCCCC1(CCC(C)=O)Cc2c(ccc(OC)c2C)C1=O, C1CCNC1, CC(=O)O, Cc1ccccc1, CCOCC. Product: CCCCC12CCC(=O)C=C1c1ccc(OC)c(C)c1C2. RXN SMILES: [CH2:1]([CH2:2][CH2:3][CH3:4])[C:5]1([CH2:18][CH2:19][C:20]([CH3:21])=[O:22])[C:6](=[O:17])[c:7]2[cH:8][cH:9][c:10]([O:15][CH3:16])[c:11]([CH3:14])[c:12]2[CH2:13]1.[CH2:27]1[CH2:28][NH:29][CH2:30][CH2:31]1.[CH3:23][C:24](=[O:25])[OH:26].[CH3:32][c:33]1[cH:34][cH:35][cH:36][cH:37][cH:38]1.[CH3:39][CH2:40][O:41][CH2:42][CH3:43]>>[CH2:1]([CH2:2][CH2:3][CH3:4])[C:5]12[C:6](=[CH:21][C:20](=[O:22])[CH2:19][CH2:18]1)[c:7]1[cH:8][cH:9][c:10]([O:15][CH3:16])[c:11]([CH3:14])[c:12]1[CH2:13]2. Reactants: Br.CN(C1=C(CBr)C=CC=C1)C (2-dimethylaminobenzyl bromide hydrobromide), SC=1NC=2C(N1)=CSC2 (2-mercaptothieno[3,4-d]imidazole), CC(=O)C (acetone). Solvent: CC(=O)N(C)C (dimethylacetamide). Conditions: time 1 hour. The product is CN(C1=C(CSC2=NC=3C(N2)=CSC3)C=CC=C1)C (2-(2-Dimethylaminobenzylmercapto)-1H-thieno[3,4-d]imidazole). As a reaction SMILES: Br.[CH3:2][N:3]([CH3:12])[C:4]1[CH:11]=[CH:10][CH:9]=[CH:8][C:5]=1[CH2:6]Br.[SH:13][C:14]1[NH:15][C:16]2[C:17](=[CH:19][S:20][CH:21]=2)[N:18]=1.CC(C)=O>CC(N(C)C)=O>[CH3:2][N:3]([CH3:12])[C:4]1[CH:11]=[CH:10][CH:9]=[CH:8][C:5]=1[CH2:6][S:13][C:14]1[NH:18][C:17]2=[CH:19][S:20][CH:21]=[C:16]2[N:15]=1 |f:0.1|. Procedure details: 2.9 g of 2-dimethylaminobenzyl bromide hydrobromide are added to a solution of 1.56 g of 2-mercaptothieno[3,4-d]imidazole in 20 ml of anhydrous dimethylacetamide. A crystalline precipitate separates out in a weakly exothermic reaction. The mixture is stirred at room temperature for one hour, acetone is added, and the crystals are filtered off and dried in a stream of air. The crystalline solid is then introduced into saturated aqueous NaHCO3 solution, the mixture is heated briefly on a steam bat... The reactants are FC1=CC=C(C=C1)C(=C(C=O)N1N=NN=C1C)C1=CC=C(C=C1)F (3,3-bis(4-fluorophenyl)-2-(5-methyl-1H-tetrazol-1-yl)-2-propenal), C1(=CC=CC=C1)P(C1=CC=CC=C1)(C1=CC=CC=C1)=CC=O (triphenylphosphoranylidene acetaldehyde), C1=CC=CC=C1 (benzene). The product is FC1=CC=C(C=C1)C(=C(C=CC=O)N1N=NN=C1C)C1=CC=C(C=C1)F (5,5-Bis(4-fluorophenyl)-4-(5-methyl-1H-tetrazol-1-yl)-2,4pentadienal). The yield is 85.0%. Reaction SMILES: [F:1][C:2]1[CH:7]=[CH:6][C:5]([C:8]([C:18]2[CH:23]=[CH:22][C:21]([F:24])=[CH:20][CH:19]=2)=[C:9]([N:12]2[C:16]([CH3:17])=[N:15][N:14]=[N:13]2)C=O)=[CH:4][CH:3]=1.C1(P(=[CH:44][CH:45]=[O:46])(C2C=CC=CC=2)C2C=CC=CC=2)C=CC=CC=1.[CH:47]1C=CC=CC=1>>[F:24][C:21]1[CH:22]=[CH:23][C:18]([C:8]([C:5]2[CH:6]=[CH:7][C:2]([F:1])=[CH:3][CH:4]=2)=[C:9]([N:12]2[C:16]([CH3:17])=[N:15][N:14]=[N:13]2)[CH:47]=[CH:44][CH:45]=[O:46])=[CH:19][CH:20]=1. Procedure: Following the general procedure of Example 7, 3.8 g (11.6 mmoles) of 3,3-bis(4-fluorophenyl)-2-(5-methyl-1H-tetrazol-1-yl)-2-propenal in 200 mL of dry benzene was treated with 3.8 g (12.5 mmoles) of triphenylphosphoranylidene acetaldehyde to produce 3.5 g (85%) of the title compound; m.p.=72-78° C. (foam). Starting materials: COC(=O)c1cc(C(F)(F)F)ccc1SCc1ccc(OC)cc1, COc1ccccc1, O=C(O)C(F)(F)F. Yields the product COC(=O)c1cc(C(F)(F)F)ccc1S. As a reaction SMILES: [CH3:1][O:2][c:3]1[cH:4][cH:5][c:6]([CH2:7][S:8][c:9]2[c:10]([C:11](=[O:12])[O:13][CH3:14])[cH:15][c:16]([C:19]([F:20])([F:21])[F:22])[cH:17][cH:18]2)[cH:23][cH:24]1.[CH3:25][O:26][c:27]1[cH:28][cH:29][cH:30][cH:31][cH:32]1.[OH:33][C:34]([C:35]([F:36])([F:37])[F:38])=[O:39]>>[SH:8][c:9]1[c:10]([C:11](=[O:12])[O:13][CH3:14])[cH:15][c:16]([C:19]([F:20])([F:21])[F:22])[cH:17][cH:18]1. Reactants: C(C)(=O)C1=CC=C(OC(C(=O)O)C)C=C1 (2-(4-acetylphenoxy)propionic acid), S(=O)(=O)(O)O.NO (hydroxylamine sulfate), C(C)(=O)O (acetic acid), C([O-])([O-])=O.[Na+].[Na+] (sodium carbonate). The reagents and catalysts are S(O)(O)(=O)=O (sulfuric acid). Solvent: O (water). The product is C(C)(=O)NC1=CC=C(OC(C(=O)O)C)C=C1 (2-(4-acetamidophenoxy)propionic acid). The yield is 95.0%. As a reaction SMILES: C([C:4]1[CH:15]=[CH:14][C:7]([O:8][CH:9]([CH3:13])[C:10]([OH:12])=[O:11])=[CH:6][CH:5]=1)(=O)C.S(O)(O)(=O)=O.[NH2:21]O.C(=O)([O-])[O-].[Na+].[Na+].[C:29]([OH:32])(=O)[CH3:30]>S(=O)(=O)(O)O.O>[C:29]([NH:21][C:4]1[CH:5]=[CH:6][C:7]([O:8][CH:9]([CH3:13])[C:10]([OH:12])=[O:11])=[CH:14][CH:15]=1)(=[O:32])[CH3:30] |f:1.2,3.4.5|. Reported procedure: A solution of 2-(4-acetylphenoxy)propionic acid (1.5 g, 7.2 mmol), hydroxylamine sulfate (0.72 g, 4.4 mmol), and concentrated sulfuric acid (2 drops) in acetic acid (30 mL) is refluxed for 4.25 hours. The reaction is quenched with sodium carbonate (0.25 g, 2.4 mmol) and concentrated to give a residue. The reaction residue is dissolved in water (50 mL) and extracted with ethyl acetate (2×100 mL). The ethyl acetate extract is dried and concentrated to give 2-(4-acetamidophenoxy)propionic acid (1.5... Starting materials: Cl.Cl.ClC1=C(CN2C(=NC=3C2=NC(=CC3)C(=O)OC)C)C=CC(=C1)NC (Methyl 3-(2-chloro-4-(methylamino)benzyl)-2-methyl-3H-imidazo[4,5-b]pyridine-5-carboxylate dihydrochloride), Cl (hydrochloric acid), C(CCCC)=O (valeraldehyde), C(#N)[BH3-].[Na+] (sodium cyanoborohydride), C(O)([O-])=O.[Na+] (sodium hydrogen carbonate). Run in CO (methanol). Conditions: time 4 hour. Product: ClC1=C(CN2C(=NC=3C2=NC(=CC3)C(=O)OC)C)C=CC(=C1)N(CCCCC)C (methyl 3-(2-chloro-4-(methyl-(1-pentyl)amino)benzyl)-2-methyl-3H-imidazo[4,5-b]pyridine-5-carboxylate). The yield is 106.6%. RXN SMILES: Cl.Cl.[Cl:3][C:4]1[CH:24]=[C:23]([NH:25][CH3:26])[CH:22]=[CH:21][C:5]=1[CH2:6][N:7]1[C:11]2=[N:12][C:13]([C:16]([O:18][CH3:19])=[O:17])=[CH:14][CH:15]=[C:10]2[N:9]=[C:8]1[CH3:20].[CH:27](=O)[CH2:28][CH2:29][CH2:30]C.[C:33]([BH3-])#N.[Na+].Cl.C(=O)([O-])O.[Na+]>CO>[Cl:3][C:4]1[CH:24]=[C:23]([N:25]([CH3:33])[CH2:26][CH2:27][CH2:28][CH2:29][CH3:30])[CH:22]=[CH:21][C:5]=1[CH2:6][N:7]1[C:11]2=[N:12][C:13]([C:16]([O:18][CH3:19])=[O:17])=[CH:14][CH:15]=[C:10]2[N:9]=[C:8]1[CH3:20] |f:0.1.2,4.5,7.8|. Procedure details: Methyl 3-(2-chloro-4-(methylamino)benzyl)-2-methyl-3H-imidazo[4,5-b]pyridine-5-carboxylate dihydrochloride (169 mg) was suspended in methanol (2 ml) and valeraldehyde (70 mg) and sodium cyanoborohydride (51 mg) were added. The mixture was stirred at room temperature for 4 hr. To the reaction mixture was added 1N hydrochloric acid and the mixture was stirred for 1 hr. Saturated aqueous sodium hydrogen carbonate solution was added to neutralize the solution and the mixture was extracted with ethyl... The reactants are BrC=1C=CC(=C(C#N)C1)O (5-bromo-2-hydroxy-benzonitrile), C(C)(C)(C)OC(=O)N1CCC(CC1)N1N=CC=2C1=NC=NC2Cl (4-(4-chloro-pyrazolo[3,4-d]pyrimidin-1-yl)-piperidine-1-carboxylic acid tert-butyl ester), C(C)(C)(C)OC(=O)N1CCC(CC1)N1N=CC=2C1=NC=NC2Cl (4-(4-chloro-pyrazolo[3,4-d]pyrimidin-1-yl)-piperidine-1-carboxylic acid tert-butyl ester), C([O-])([O-])=O.[K+].[K+] (potassium carbonate), C([O-])([O-])=O.[Na+].[Na+] (sodium carbonate). Solvent: CN(C=O)C (dimethylformamide). Reaction conditions: temperature 160 celsius. Yields the product C(C)(C)(C)OC(=O)N1CCC(CC1)N1N=CC=2C1=NC=NC2OC2=C(C=C(C=C2)Br)C#N (4-[4-(4-bromo-2-cyano-phenoxy)-pyrazolo[3,4-d]pyrimidin-1-yl]-piperidine-1-carboxylic acid tert-butyl ester). Isolated yield 9.0%. Reaction SMILES: [Br:1][C:2]1[CH:3]=[CH:4][C:5]([OH:10])=[C:6]([CH:9]=1)[C:7]#[N:8].[C:11]([O:15][C:16]([N:18]1[CH2:23][CH2:22][CH:21]([N:24]2[C:28]3=[N:29][CH:30]=[N:31][C:32](Cl)=[C:27]3[CH:26]=[N:25]2)[CH2:20][CH2:19]1)=[O:17])([CH3:14])([CH3:13])[CH3:12].C(=O)([O-])[O-].[K+].[K+].C(=O)([O-])[O-].[Na+].[Na+]>CN(C)C=O>[C:11]([O:15][C:16]([N:18]1[CH2:19][CH2:20][CH:21]([N:24]2[C:28]3=[N:29][CH:30]=[N:31][C:32]([O:10][C:5]4[CH:4]=[CH:3][C:2]([Br:1])=[CH:9][C:6]=4[C:7]#[N:8])=[C:27]3[CH:26]=[N:25]2)[CH2:22][CH2:23]1)=[O:17])([CH3:14])([CH3:12])[CH3:13] |f:2.3.4,5.6.7|. Procedure details: A mixture of 5-bromo-2-hydroxy-benzonitrile (Oakwood Products, Inc., West Columbia, S.C., USA; 18 mg, 0.089 mmol), 4-(4-chloro-pyrazolo[3,4-d]pyrimidin-1-yl)-piperidine-1-carboxylic acid tert-butyl ester (Intermediate 19; 30 mg, 0.089 mmol), and potassium carbonate (27 mg, 0.196 mmol) in dimethylformamide (1 mL) was heated in a microwave oven at 160° C. for 10 min. Saturated sodium carbonate solution was added to the reaction mixture, and the mixture was then filtered through a pad of silica gel... The product is FC1(CN(CC1)C1=CC2=C(C(=N1)F)OC1=CC=C(C=C1[C@]21N=C(OC1)N)C=1C=NC=CC1)F ((S)-3-(3,3-difluoropyrrolidin-1-yl)-1-fluoro-7-(pyridin-3-yl)-5′-H-spiro[chromeno[2,3-c]pyridine-5,4′-oxazol]-2′-amine). Procedure details: The title compound was synthesized by steps analogous to those described in method CC4 above, but using (S)-7-bromo-3-chloro-1-fluoro-5′H-spiro[chromeno[2,3-c]pyridine-5,4′-oxazol]-2′-amine (prepared by steps analogous to those described in Method BB33) and 3-pyridyl-boronic acid and 3,3-difluoropyrrolidine hydrochloride. Reaction SMILES: Br[C:2]1[CH:3]=[C:4]2[C@@:15]3([CH2:19][O:18][C:17]([NH2:20])=[N:16]3)[C:14]3[CH:13]=[C:12](Cl)[N:11]=[C:10]([F:22])[C:9]=3[O:8][C:5]2=[CH:6][CH:7]=1.[N:23]1[CH:28]=[CH:27][CH:26]=[C:25](B(O)O)[CH:24]=1.Cl.[F:33][C:34]1([F:39])[CH2:38][CH2:37][NH:36][CH2:35]1>>[F:33][C:34]1([F:39])[CH2:38][CH2:37][N:36]([C:12]2[N:11]=[C:10]([F:22])[C:9]3[O:8][C:5]4[C:4]([C@@:15]5([CH2:19][O:18][C:17]([NH2:20])=[N:16]5)[C:14]=3[CH:13]=2)=[CH:3][C:2]([C:25]2[CH:24]=[N:23][CH:28]=[CH:27][CH:26]=2)=[CH:7][CH:6]=4)[CH2:35]1 |f:2.3|. Starting materials: BrC=1C=C2C(=CC1)OC=1C(=NC(=CC1[C@@]21N=C(OC1)N)Cl)F ((S)-7-bromo-3-chloro-1-fluoro-5′H-spiro[chromeno[2,3-c]pyridine-5,4′-oxazol]-2′-amine), N1=CC(=CC=C1)B(O)O (3-pyridyl-boronic acid), Cl.FC1(CNCC1)F (3,3-difluoropyrrolidine hydrochloride). Starting materials: BrC=1C(=C2C(=NC1)NC=C2NC(=O)C=2N=C(OC2)C)F (N-(5-bromo-4-fluoro-1H-pyrrolo[2,3-b]pyridin-3-yl)-2-methyloxazole-4-carboxamide), N1C[C@@H](CCC1)NC(OC(C)(C)C)=O ((R)-tert-butyl piperidin-3-ylcarbamate). Solvent: CCCCO (n-BuOH). Reaction conditions: temperature 160 celsius. The product is BrC=1C(=C2C(=NC1)NC=C2NC(=O)C=2N=C(OC2)C)N2C[C@@H](CCC2)NC(OC(C)(C)C)=O ((R)-tert-butyl 1-(5-bromo-3-(2-methyloxazole-4-carboxamido)-1H-pyrrolo[2,3-b]pyridin-4-yl)piperidin-3-ylcarbamate). As a reaction SMILES: [Br:1][C:2]1[C:3](F)=[C:4]2[C:10]([NH:11][C:12]([C:14]3[N:15]=[C:16]([CH3:19])[O:17][CH:18]=3)=[O:13])=[CH:9][NH:8][C:5]2=[N:6][CH:7]=1.[NH:21]1[CH2:26][CH2:25][CH2:24][C@@H:23]([NH:27][C:28](=[O:34])[O:29][C:30]([CH3:33])([CH3:32])[CH3:31])[CH2:22]1>CCCCO>[Br:1][C:2]1[C:3]([N:21]2[CH2:26][CH2:25][CH2:24][C@@H:23]([NH:27][C:28](=[O:34])[O:29][C:30]([CH3:32])([CH3:31])[CH3:33])[CH2:22]2)=[C:4]2[C:10]([NH:11][C:12]([C:14]3[N:15]=[C:16]([CH3:19])[O:17][CH:18]=3)=[O:13])=[CH:9][NH:8][C:5]2=[N:6][CH:7]=1. Procedure details: A mixture of N-(5-bromo-4-fluoro-1H-pyrrolo[2,3-b]pyridin-3-yl)-2-methyloxazole-4-carboxamide (160 mg, 0.472 mmol) and (R)-tert-butyl piperidin-3-ylcarbamate (378 mg, 1.89 mmol) in n-BuOH (3 mL) was stirred at 160° C. in a sealed tube. The mixture was allowed to cool to room temperature and concentrated in vacuo. The residue was dissolved in MeOH (1 mL) and purified by C-18 reverse phase flash chromatography (Biotage Flash 25 M+) on SP4 unit eluting with 10-85% CH3CN/water gradient (25 CV) to pr...